Dataset: the Open Reaction Database (ORD), a public repository of structured organic reaction records. Task: describe an organic reaction: reactants, conditions, products, and yield The product is CO[C@@H]1[C@@H](C[C@H]2O[C@]1(C)n3c4ccccc4c5c6CNC(=O)c6c7c8ccccc8n2c7c35)N(C)C\C=C\c9ccccc9, CN[C@@H]1C[C@H]2O[C@@](C)([C@@H]1OC)n1c3ccccc3c3c4c(c5c6ccccc6n2c5c31)C(=O)NC4 (Staurosporine), c1ccc(-c2ccccc2)cc1 (biphenyl), C1=CC=C(C=C1)C=CCO. Reactants: CN[C@@H]1C[C@H]2O[C@@](C)([C@@H]1OC)n1c3ccccc3c3c4c(c5c6ccccc6n2c5c31)C(=O)NC4 (staurosporine), C1=CC=C(C=C1)C=CC=O. Reagents/catalysts: CC(C)[O-].CC(C)[O-].CC(C)[O-].CC(C)[O-].[Ti+4] (Ti(OiPr)4), CC(=O)O (acetic acid), CC(=O)O[BH-](OC(C)=O)OC(C)=O.[Na+] (Sodium triacetoxyborohydride). Solvent: CC(=O)N(C)C (DMA), CC(=O)N(C)C (DMA), CC(=O)N(C)C (DMA), CC(=O)N(C)C (DMA), CC(=O)N(C)C (DMA), CC(=O)N(C)C (DMA), CC(=O)N(C)C (DMA). Reaction conditions: temperature 22 celsius, time 18 hour.